Dataset: the Open Reaction Database (ORD), a public repository of structured organic reaction records. Task: describe an organic reaction: reactants, conditions, products, and yield Starting materials: COC(=O)CCCCC(=O)[O-], O=C([O-])O, CN(C)C=O, ClC(Cl)Cl, Nc1c(C(=O)Nc2ccc(Cl)cn2)oc2ccccc12, [Na+], O=S(Cl)Cl, c1ccncc1. The product is COC(=O)CCCCC(=O)Nc1c(C(=O)Nc2ccc(Cl)cn2)oc2ccccc12. As a reaction SMILES: [C:1]([CH2:2][CH2:3][CH2:4][CH2:5][C:6](=[O:7])[O-:8])(=[O:9])[O:10][CH3:11].[C:36](=[O:37])([O-:38])[OH:39].[CH3:51][N:52]([CH3:53])[CH:54]=[O:55].[CH:41]([Cl:42])([Cl:43])[Cl:44].[NH2:16][c:17]1[c:18]([C:26](=[O:27])[NH:28][c:29]2[n:30][cH:31][c:32]([Cl:35])[cH:33][cH:34]2)[o:19][c:20]2[c:21]1[cH:22][cH:23][cH:24][cH:25]2.[Na+:40].[S:12]([Cl:13])([Cl:14])=[O:15].[cH:45]1[cH:46][cH:47][n:48][cH:49][cH:50]1>>[C:1]([CH2:2][CH2:3][CH2:4][CH2:5][C:6](=[O:8])[NH:16][c:17]1[c:18]([C:26](=[O:27])[NH:28][c:29]2[n:30][cH:31][c:32]([Cl:35])[cH:33][cH:34]2)[o:19][c:20]2[c:21]1[cH:22][cH:23][cH:24][cH:25]2)(=[O:9])[O:10][CH3:11].